From a dataset of the Open Reaction Database (ORD), a public repository of structured organic reaction records. describe an organic reaction: reactants, conditions, products, and yield The reactants are [Br-], CC(=O)c1ccc(F)cc1Br, O=C([O-])[O-], CC(=O)[O-], CC(=O)[O-], CCCC[N+](CCCC)(CCCC)CCCC, OB(O)c1cc(F)ccc1F, [K+], [K+], [Pd+2]. Product: CC(=O)c1ccc(F)cc1-c1cc(F)ccc1F. As a reaction SMILES: [Br-:29].[Br:18][c:19]1[c:20]([C:26]([CH3:27])=[O:28])[cH:21][cH:22][c:23]([F:25])[cH:24]1.[C:12](=[O:13])([O-:14])[O-:15].[C:47]([O-:48])(=[O:49])[CH3:50].[C:52]([O-:53])(=[O:54])[CH3:55].[CH3:30][CH2:31][CH2:32][CH2:33][N+:34]([CH2:35][CH2:36][CH2:37][CH3:38])([CH2:39][CH2:40][CH2:41][CH3:42])[CH2:43][CH2:44][CH2:45][CH3:46].[F:1][c:2]1[c:3]([B:9]([OH:10])[OH:11])[cH:4][c:5]([F:8])[cH:6][cH:7]1.[K+:16].[K+:17].[Pd+2:51]>>[F:1][c:2]1[c:3](-[c:19]2[c:20]([C:26]([CH3:27])=[O:28])[cH:21][cH:22][c:23]([F:25])[cH:24]2)[cH:4][c:5]([F:8])[cH:6][cH:7]1. Starting materials: CO, CCOC(C)=O, ClCCl, CS(=O)(=O)CCCCC(Sc1ccc(Cl)cn1)c1cc(F)ccc1F, O. Yields the product CS(=O)(=O)CCCCC(c1cc(F)ccc1F)S(=O)(=O)c1ccc(Cl)cn1. RXN SMILES: [CH3:1][OH:2].[CH3:32][CH2:33][O:34][C:35](=[O:36])[CH3:37].[Cl:29][CH2:30][Cl:31].[Cl:3][c:4]1[cH:5][cH:6][c:7]([S:10][CH:11]([CH2:12][CH2:13][CH2:14][CH2:15][S:16](=[O:17])(=[O:18])[CH3:19])[c:20]2[c:21]([F:27])[cH:22][cH:23][c:24]([F:26])[cH:25]2)[n:8][cH:9]1.[OH2:28]>>[Cl:3][c:4]1[cH:5][cH:6][c:7]([S:10]([CH:11]([CH2:12][CH2:13][CH2:14][CH2:15][S:16](=[O:17])(=[O:18])[CH3:19])[c:20]2[c:21]([F:27])[cH:22][cH:23][c:24]([F:26])[cH:25]2)(=[O:28])=[O:34])[n:8][cH:9]1. The reactants are Fc1cc(CBr)ccc1-c1nc2ccc(C3(c4ccccc4)CC3)nc2s1, CCO, CC(C)(C)[O-], CCOC(=O)c1cn[nH]c1. Yields the product CCOC(=O)c1cnn(Cc2ccc(-c3nc4ccc(C5(c6ccccc6)CC5)nc4s3)c(F)c2)c1. Reaction SMILES: [Br:16][CH2:17][c:18]1[cH:19][c:20]([F:42])[c:21](-[c:24]2[s:25][c:26]3[n:27][c:28]([C:33]4([c:36]5[cH:37][cH:38][cH:39][cH:40][cH:41]5)[CH2:34][CH2:35]4)[cH:29][cH:30][c:31]3[n:32]2)[cH:22][cH:23]1.[CH2:43]([OH:44])[CH3:45].[CH3:11][C:12]([CH3:13])([O-:14])[CH3:15].[nH:1]1[n:2][cH:3][c:4]([C:6](=[O:7])[O:8][CH2:9][CH3:10])[cH:5]1>>[n:1]1([CH2:17][c:18]2[cH:19][c:20]([F:42])[c:21](-[c:24]3[s:25][c:26]4[n:27][c:28]([C:33]5([c:36]6[cH:37][cH:38][cH:39][cH:40][cH:41]6)[CH2:34][CH2:35]5)[cH:29][cH:30][c:31]4[n:32]3)[cH:22][cH:23]2)[n:2][cH:3][c:4]([C:6](=[O:7])[O:8][CH2:9][CH3:10])[cH:5]1. Reactants: FC(C(CC(=O)OCC)=O)(F)F (ethyl trifluoroacetoacetate), Cl.COC1=CC=C(C=C1)NN (4-methoxyphenylhydrazine hydrochloride), Cl (HCl). Run in CO (methanol). Conditions: time 22 hour. Product: COC1=CC=C(C=C1)N1N=C(C=C1O)C(F)(F)F (1-(4-methoxyphenyl)-3-trifluoromethyl-5-hydroxypyrazole). Isolated yield 52.7%. RXN SMILES: [F:1][C:2]([F:12])([F:11])[C:3](=O)[CH2:4][C:5]([O:7]CC)=O.Cl.[CH3:14][O:15][C:16]1[CH:21]=[CH:20][C:19]([NH:22][NH2:23])=[CH:18][CH:17]=1.Cl>CO>[CH3:14][O:15][C:16]1[CH:21]=[CH:20][C:19]([N:22]2[C:5]([OH:7])=[CH:4][C:3]([C:2]([F:1])([F:11])[F:12])=[N:23]2)=[CH:18][CH:17]=1 |f:1.2|. Reported procedure: A mixture of 5 g (27.2 mmol) of ethyl trifluoroacetoacetate, 4.76 g (27.2 mmol) of 4-methoxyphenylhydrazine hydrochloride, and 0.5 ml of conc. HCl in 60 ml of methanol was refluxed with stirring for 22 hours. After removing methanol in vacuo, toluene was added and the resulting mixture was refluxed for 20 hours and cooled. The mixture was diluted with aqueous sodium bicarbonate solution, extracted with ethyl acetate, and the organic layer was dried over sodium sulfate and concentrated in vacuo. ... Reactants: C1(=CC=CC=C1)NN (phenylhydrazine), C(C)(C)N(C(C)C)CC (N,N-diisopropylethylamine), ClC1=NC2=CC=CC=C2C(=N1)Cl (2,4dichloroquinazoline), O (water). Run in C1CCOC1 (THF). Conditions: time 30 minute. Yields the product ClC1=NC2=CC=CC=C2C(=N1)NNC1=CC=CC=C1 (2-chloro-4-phenylhydrazinoquinazoline). As a reaction SMILES: C(N(CC)C(C)C)(C)C.[C:10]1([NH:16][NH2:17])[CH:15]=[CH:14][CH:13]=[CH:12][CH:11]=1.O.[Cl:19][C:20]1[N:29]=[C:28](Cl)[C:27]2[C:22](=[CH:23][CH:24]=[CH:25][CH:26]=2)[N:21]=1>C1COCC1>[Cl:19][C:20]1[N:29]=[C:28]([NH:17][NH:16][C:10]2[CH:15]=[CH:14][CH:13]=[CH:12][CH:11]=2)[C:27]2[C:22](=[CH:23][CH:24]=[CH:25][CH:26]=2)[N:21]=1. Reported procedure: To a stirred solution of N,N-diisopropylethylamine (10 ml, 57 mmol) in THF (150 ml), 2,4dichloroquinazoline [prepared according to the procedure described by Curd, F. H. S. et al., J. Chem. Soc., (1947), 775] (5 g, 25 mmol) and phenylhydrazine (2.7 g, 25 mmol) was added. After stirring for 30 minutes, the reaction was poured into water and extracted with dichloromethane (3×100 ml). The combined organic layers were dried over Na2SO4 and evaporated under reduced pressure. The resulting solid was t... The reactants are CC(CO)(NC(=O)C(Br)Cc1ccccc1)c1cc(Br)ccc1F, CC1(c2cc(Br)ccc2F)COC(Cc2ccccc2)C(=O)N1, CC1(c2cc(Br)ccc2F)COC(Cc2ccccc2)C(=O)N1. Yields the product CC(CO)(NC(=O)C=Cc1ccccc1)c1cc(Br)ccc1F. RXN SMILES: [Br:1][CH:2]([C:3](=[O:4])[NH:5][C:6]([CH2:7][OH:8])([CH3:9])[c:10]1[c:11]([F:17])[cH:12][cH:13][c:14]([Br:16])[cH:15]1)[CH2:18][c:19]1[cH:20][cH:21][cH:22][cH:23][cH:24]1.[CH2:25]([CH:26]1[C:27](=[O:28])[NH:29][C:30]([c:31]2[cH:32][c:33]([Br:34])[cH:35][cH:36][c:37]2[F:38])([CH3:39])[CH2:40][O:41]1)[c:42]1[cH:43][cH:44][cH:45][cH:46][cH:47]1.[CH2:48]([CH:49]1[C:50](=[O:51])[NH:52][C:53]([c:54]2[cH:55][c:56]([Br:57])[cH:58][cH:59][c:60]2[F:61])([CH3:62])[CH2:63][O:64]1)[c:65]1[cH:66][cH:67][cH:68][cH:69][cH:70]1>>[CH:2]([C:3](=[O:4])[NH:5][C:6]([CH2:7][OH:8])([CH3:9])[c:10]1[c:11]([F:17])[cH:12][cH:13][c:14]([Br:16])[cH:15]1)=[CH:18][c:19]1[cH:20][cH:21][cH:22][cH:23][cH:24]1. The reactants are ClCCl, O=[N+]([O-])c1ccc(S(=O)(=O)Cl)cc1, CC(C)(CO)c1cc(NC(=O)Oc2ccccc2)no1, c1ccncc1. The product is CC(C)(COS(=O)(=O)c1ccc([N+](=O)[O-])cc1)c1cc(NC(=O)Oc2ccccc2)no1. Reaction SMILES: [Cl:40][CH2:41][Cl:42].[N+:27](=[O:28])([O-:29])[c:30]1[cH:31][cH:32][c:33]([S:36](=[O:37])(=[O:38])[Cl:39])[cH:34][cH:35]1.[OH:1][CH2:2][C:3]([CH3:4])([CH3:5])[c:6]1[cH:7][c:8]([NH:11][C:12]([O:13][c:14]2[cH:15][cH:16][cH:17][cH:18][cH:19]2)=[O:20])[n:9][o:10]1.[cH:21]1[cH:22][cH:23][n:24][cH:25][cH:26]1>>[O:1]([CH2:2][C:3]([CH3:4])([CH3:5])[c:6]1[cH:7][c:8]([NH:11][C:12]([O:13][c:14]2[cH:15][cH:16][cH:17][cH:18][cH:19]2)=[O:20])[n:9][o:10]1)[S:36]([c:33]1[cH:32][cH:31][c:30]([N+:27](=[O:28])[O-:29])[cH:35][cH:34]1)(=[O:37])=[O:38]. Conditions: time 6 hour. Reported procedure: Methanol (40 mL) was added to a 250 mL round bottom flask followed by 60 mL of a solution saturated with anhydrous hydrochloric acid. 3-bromo-5-iodobenzoic acid (Aldrich)(5.02 g, 0.015 mole) was then added and the reaction mixture was stirred at room temperature for 6 hours. The reaction mixture was poured into chilled saturated NaHCO3 solution (700 mL). The mixture was extracted 3× with methylene chloride (100 mL). The organic layers were combined, dried over MgSO4 and concentrated under vacuum... Solvent: CO (Methanol). The reactants are solution, C(=O)(O)[O-].[Na+] (NaHCO3), Cl (hydrochloric acid), BrC=1C=C(C(=O)O)C=C(C1)I (3-bromo-5-iodobenzoic acid). The product is COC(C1=CC(=CC(=C1)Br)I)=O (methyl-5-bromo-3-iodobenzoate). RXN SMILES: Cl.[Br:2][C:3]1[CH:4]=[C:5]([CH:9]=[C:10]([I:12])[CH:11]=1)[C:6]([OH:8])=[O:7].[C:13]([O-])(O)=O.[Na+]>CO>[CH3:13][O:7][C:6](=[O:8])[C:5]1[CH:4]=[C:3]([Br:2])[CH:11]=[C:10]([I:12])[CH:9]=1 |f:2.3|. Starting materials: O=C(Cl)c1ccc([N+](=O)[O-])cc1, c1ccncc1, OCC(O)C(c1ccccc1)n1ccc2ccccc21. The product is O=C(OCC(O)C(c1ccccc1)n1ccc2ccccc21)c1ccc([N+](=O)[O-])cc1. Reaction SMILES: [N+:21](=[O:22])([O-:23])[c:24]1[cH:25][cH:26][c:27]([C:28](=[O:29])[Cl:30])[cH:31][cH:32]1.[cH:33]1[cH:34][cH:35][n:36][cH:37][cH:38]1.[n:1]1([CH:10]([CH:11]([CH2:12][OH:13])[OH:14])[c:15]2[cH:16][cH:17][cH:18][cH:19][cH:20]2)[cH:2][cH:3][c:4]2[cH:5][cH:6][cH:7][cH:8][c:9]12>>[n:1]1([CH:10]([CH:11]([CH2:12][O:13][C:28]([c:27]2[cH:26][cH:25][c:24]([N+:21](=[O:22])[O-:23])[cH:32][cH:31]2)=[O:29])[OH:14])[c:15]2[cH:16][cH:17][cH:18][cH:19][cH:20]2)[cH:2][cH:3][c:4]2[cH:5][cH:6][cH:7][cH:8][c:9]12.